From a dataset of the Open Reaction Database (ORD), a public repository of structured organic reaction records. describe an organic reaction: reactants, conditions, products, and yield The product is C1(CCCC1)N (cyclopentylamine), C1(CCCC1)NC1=NC=CC(=N1)C=1C(=NN2C1C=CC=C2)C2=CC(=NC=C2)F (N-cyclopentyl-4-[2-(2-fluoro-4-pyridinyl)pyrazolo[1,5-a]pyridin-3-yl]-2-pyrimidinamine). The reactants are C1(CCCC1)NC1=NC=CC(=N1)C=1C(=NN2C1C=CC=C2)C2=CC(=NC=C2)NC(C)C (N-Cyclopentyl-4-{2-[2-(isopropylamino)-4-pyridinyl]pyrazolo[1,5-a]pyridin-3-yl}-2-pyrimidinamine), FC1=NC=CC(=C1)C1=NN2C(C=CC=C2)=C1C1=NC(=NC=C1)S(=O)C (2-(2-fluoro-4-pyridinyl)-3-[2-(methylsulfinyl)-4-pyrimidinyl]pyrazolo[1,5-a]pyridine). Procedure details: N-Cyclopentyl-4-{2-[2-(isopropylamino)-4-pyridinyl]pyrazolo[1,5-a]pyridin-3-yl}-2-pyrimidinamine. In a similar manner as described in example 17 from 2-(2-fluoro-4-pyridinyl)-3-[2-(methylsulfinyl)-4-pyrimidinyl]pyrazolo[1,5-a]pyridine (410 mg, 1.16 mmol) and cyclopentylamine (4 mL, 40.5 mmol) was formed crude N-cyclopentyl-4-[2-(2-fluoro-4-pyridinyl)pyrazolo[1,5-a]pyridin-3-yl]-2-pyrimidinamine (385 mg), of which 260 mg (0.694 mmol) was dissolved in isopropylamine (3 mL, 35.2 mmol) and heated at... As a reaction SMILES: [CH:1]1([NH:6][C:7]2[N:12]=[C:11]([C:13]3[C:14]([C:22]4[CH:27]=[CH:26][N:25]=[C:24](NC(C)C)[CH:23]=4)=[N:15][N:16]4[CH:21]=[CH:20][CH:19]=[CH:18][C:17]=34)[CH:10]=[CH:9][N:8]=2)[CH2:5][CH2:4][CH2:3][CH2:2]1.[F:32]C1C=C(C2C(C3C=CN=C(S(C)=O)N=3)=C3C=CC=CN3N=2)C=CN=1>>[CH:1]1([NH2:6])[CH2:5][CH2:4][CH2:3][CH2:2]1.[CH:1]1([NH:6][C:7]2[N:12]=[C:11]([C:13]3[C:14]([C:22]4[CH:27]=[CH:26][N:25]=[C:24]([F:32])[CH:23]=4)=[N:15][N:16]4[CH:21]=[CH:20][CH:19]=[CH:18][C:17]=34)[CH:10]=[CH:9][N:8]=2)[CH2:5][CH2:4][CH2:3][CH2:2]1. Starting materials: C(C=CC)N1C(=C(C=2C1=C(N=NC2)Cl)C)C (1-(2-butenyl)-7-chloro-2,3-dimethylpyrrolo[2,3-d]pyridazine), FC1=C(C=CC(=C1)F)CS (2,4-difluorophenylmethanethiol). Yields the product C(C=CC)N1C(=C(C=2C1=C(N=NC2)SCC2=C(C=C(C=C2)F)F)C)C (1-(2-Butenyl)-7-(2,4-difluorobenzylthio)-2,3-dimethylpyrrolo[2,3-d]pyridazine). Yield: 39.0%. Reaction SMILES: [CH2:1]([N:5]1[C:9]2=[C:10](Cl)[N:11]=[N:12][CH:13]=[C:8]2[C:7]([CH3:15])=[C:6]1[CH3:16])[CH:2]=[CH:3][CH3:4].[F:17][C:18]1[CH:23]=[C:22]([F:24])[CH:21]=[CH:20][C:19]=1[CH2:25][SH:26]>>[CH2:1]([N:5]1[C:9]2=[C:10]([S:26][CH2:25][C:19]3[CH:20]=[CH:21][C:22]([F:24])=[CH:23][C:18]=3[F:17])[N:11]=[N:12][CH:13]=[C:8]2[C:7]([CH3:15])=[C:6]1[CH3:16])[CH:2]=[CH:3][CH3:4]. Procedure details: The title compound (cis/trans=16:84) was prepared as pale brown crystals in 39.0% yield in a similar procedure to that described in Example 1 by using 1-(2-butenyl)-7-chloro-2,3-dimethylpyrrolo[2,3-d]pyridazine (cis/trans=22/78) and 2,4-difluorophenylmethanethiol. Reactants: C(CC\C=C/C\C=C/C\C=C/C\C=C/C\C=C/C\C=C/CC)(=O)OC1=C(C=C(C=C1)C1=C(C=C(C=C1)F)F)C(=O)OCC (ethyl 4-((4Z,7Z,10Z,13Z,16Z,19Z)-docosa-4,7,10,13,16,19-hexaenoyloxy)-2′,4′-difluorobiphenyl-3-carboxylate), OC1=C(C(=O)O)C=CC(=C1)C(F)(F)F (2-hydroxy-4-(trifluoromethyl)benzoic acid). The product is C(CC\C=C/C\C=C/C\C=C/C\C=C/C\C=C/C\C=C/CC)(=O)OC1=C(C(=O)OCC)C=CC(=C1)C(F)(F)F (Ethyl 2-((4Z,7Z,10Z,13Z,16Z,19Z)-docosa-4,7,10,13,16,19-hexaenoyloxy)-4-(trifluoromethyl)benzoate). Reaction SMILES: [C:1]([O:24][C:25]1[CH:30]=[CH:29][C:28](C2C=CC(F)=CC=2F)=[CH:27][C:26]=1[C:39]([O:41][CH2:42][CH3:43])=[O:40])(=[O:23])[CH2:2][CH2:3]/[CH:4]=[CH:5]\[CH2:6]/[CH:7]=[CH:8]\[CH2:9]/[CH:10]=[CH:11]\[CH2:12]/[CH:13]=[CH:14]\[CH2:15]/[CH:16]=[CH:17]\[CH2:18]/[CH:19]=[CH:20]\[CH2:21][CH3:22].OC1C=C([C:54]([F:57])([F:56])[F:55])C=CC=1C(O)=O>>[C:1]([O:24][C:25]1[CH:30]=[C:29]([C:54]([F:57])([F:56])[F:55])[CH:28]=[CH:27][C:26]=1[C:39]([O:41][CH2:42][CH3:43])=[O:40])(=[O:23])[CH2:2][CH2:3]/[CH:4]=[CH:5]\[CH2:6]/[CH:7]=[CH:8]\[CH2:9]/[CH:10]=[CH:11]\[CH2:12]/[CH:13]=[CH:14]\[CH2:15]/[CH:16]=[CH:17]\[CH2:18]/[CH:19]=[CH:20]\[CH2:21][CH3:22]. Procedure: Ethyl 2-((4Z,7Z,10Z,13Z,16Z,19Z)-docosa-4,7,10,13,16,19-hexaenoyloxy)-4-(trifluoromethyl)benzoate was prepared in a similar fashion as ethyl 4-((4Z,7Z,10Z,13Z,16Z,19Z)-docosa-4,7,10,13,16,19-hexaenoyloxy)-2′,4′-difluorobiphenyl-3-carboxylate, using the appropriate 2-hydroxy-4-(trifluoromethyl)benzoic acid starting material. Mass calculated for C32H39F3O4=544.64. found: [M+Na]+=567.3.